This data is from the Open Reaction Database (ORD), a public repository of structured organic reaction records. The task is: describe an organic reaction: reactants, conditions, products, and yield The reactants are C(C)OC(CC(CCC)N1C(NC2=C1C=CC=C2)=O)=O (3-(2-Oxo-2,3-dihydro-benzimidazol-1-yl)-hexanoic acid ethyl ester), CC1=CC(=C2C(=CC=CN12)C)C[N+](C)(C)C ((3,8-Dimethyl-indolizin-1-ylmethyl)-trimethyl-ammonium), CC1=CC(=C2C(=CC=CN12)C)C[N+](C)(C)C ((3,8-Dimethyl-indolizin-1-ylmethyl)-trimethyl-ammonium), [I-] (iodide), [I-] (iodide), C(=O)([O-])[O-].[K+].[K+] (K2CO3). Solvent: O (water), CN(C)C=O (DMF). Product: C(C)OC(CC(CCC)N1C(N(C2=C1C=CC=C2)CC=2C=C(N1C=CC=C(C21)C)C)=O)=O (3-[3-(3,8-Dimethyl-indolizin-1-ylmethyl)-2-oxo-2,3-dihydro-benzimidazol-1-yl]-hexanoic acid ethyl ester). Yield: 26.0%. Reaction SMILES: [CH2:1]([O:3][C:4](=[O:20])[CH2:5][CH:6]([N:10]1[C:14]2[CH:15]=[CH:16][CH:17]=[CH:18][C:13]=2[NH:12][C:11]1=[O:19])[CH2:7][CH2:8][CH3:9])[CH3:2].[CH3:21][C:22]1[N:30]2[C:25]([C:26]([CH3:31])=[CH:27][CH:28]=[CH:29]2)=[C:24]([CH2:32][N+](C)(C)C)[CH:23]=1.[I-].C([O-])([O-])=O.[K+].[K+]>CN(C=O)C.O>[CH2:1]([O:3][C:4](=[O:20])[CH2:5][CH:6]([N:10]1[C:14]2[CH:15]=[CH:16][CH:17]=[CH:18][C:13]=2[N:12]([CH2:32][C:24]2[CH:23]=[C:22]([CH3:21])[N:30]3[C:25]=2[C:26]([CH3:31])=[CH:27][CH:28]=[CH:29]3)[C:11]1=[O:19])[CH2:7][CH2:8][CH3:9])[CH3:2] |f:3.4.5|. Procedure details: To a solution of 3-(2-Oxo-2,3-dihydro-benzimidazol-1-yl)-hexanoic acid ethyl ester (50 mg, 0.18 mmol) in DMF (10 mL) were added (3,8-Dimethyl-indolizin-1-ylmethyl)-trimethyl-ammonium; iodide, CAS: (3,8-Dimethyl-indolizin-1-ylmethyl)-trimethyl-ammonium; iodide (93.4 mg, 0.27 mmol) and K2CO3 (75 mg, 0.54 mmol) at room temperature under nitrogen atmosphere. The solution was heated to 100 C for 2 hours. The solution was cooled down and water was added. The solution was extracted with EtOAc and the c... Starting materials: NC1=C(C2=C(SC=C2)C=C1)[N+](=O)[O-] (5-amino-4-nitrobenzo[b]thiophene), O.O.C(C(=O)O)(=O)O (oxalic acid dihydrate). Yields the product OC=1C(=NC=2C=CC3=C(C2N1)C=CS3)O (2,3-Dihydroxythieno[3,2-f]quinoxaline). Isolated yield 38.8%. RXN SMILES: [NH2:1][C:2]1[CH:10]=[CH:9][C:5]2[S:6][CH:7]=[CH:8][C:4]=2[C:3]=1[N+:11]([O-])=O.O.O.[C:16](O)(=[O:20])[C:17](O)=[O:18]>C(O)C.Cl>[OH:18][C:17]1[C:16]([OH:20])=[N:1][C:2]2[CH:10]=[CH:9][C:5]3[S:6][CH:7]=[CH:8][C:4]=3[C:3]=2[N:11]=1 |f:1.2.3|. Reported procedure: A solution of 5-amino-4-nitrobenzo[b]thiophene (0.50 g, 2.6 mmol) in 50 ml of 96% ethanol was hydrogenated at room temperature and atm. pressure in the presence of 5% palladium-on-carbon until the theoretical amount of hydrogen was absorbed. The catalyst was filtered off, and the filtrate was acidified with 1 N hydrochloric acid and evaporated to dryness. The residue was refluxed with oxalic acid dihydrate (0.40 g, 3.1 mmol) in 25 ml of 4M hydrochloric acid for 2 h. The mixture was cooled, and t... The solvent is Cl (hydrochloric acid), C(C)O (ethanol). Product: O=C(Nc1ccc(C(F)(F)F)cn1)Oc1ccccc1. RXN SMILES: [Cl:1][C:2](=[O:3])[O:4][c:5]1[cH:6][cH:7][cH:8][cH:9][cH:10]1.[NH2:11][c:12]1[n:13][cH:14][c:15]([C:18]([F:19])([F:20])[F:21])[cH:16][cH:17]1.[cH:22]1[cH:23][cH:24][n:25][cH:26][cH:27]1>>[C:2](=[O:3])([O:4][c:5]1[cH:6][cH:7][cH:8][cH:9][cH:10]1)[NH:11][c:12]1[n:13][cH:14][c:15]([C:18]([F:19])([F:20])[F:21])[cH:16][cH:17]1. Starting materials: O=C(Cl)Oc1ccccc1, Nc1ccc(C(F)(F)F)cn1, c1ccncc1. Reactants: C1(=CC=CC=C1)S(=O)(=O)C1=CC=C(C=C1)C(C)=NOCCO (2-[1-(4-phenylsulfonylphenyl)ethylideneaminooxy]ethanol), N(=NC(=O)OCC)C(=O)OCC (diethyl azodicarboxylate), OC1=CC=C(CC2C(N(C(S2)=O)C(C2=CC=CC=C2)(C2=CC=CC=C2)C2=CC=CC=C2)=O)C=C1 (5-(4-hydroxybenzyl)-3-tritylthiazolidine-2,4-dione), C1(=CC=CC=C1)P(C1=CC=CC=C1)C1=CC=CC=C1 (triphenylphosphine). The product is C1(=CC=CC=C1)S(=O)(=O)C1=CC=C(C=C1)C(C)=NOCCOC1=CC=C(CC2C(N(C(S2)=O)C(C2=CC=CC=C2)(C2=CC=CC=C2)C2=CC=CC=C2)=O)C=C1 (5-(4-{2-[1-(4-Phenylsulfonylphenyl)ethylideneaminooxy]ethoxy}benzyl)-3-tritylthiazolidine-2,4-dione). Yield: 88.9%. As a reaction SMILES: [C:1]1([S:7]([C:10]2[CH:15]=[CH:14][C:13]([C:16](=[N:18][O:19][CH2:20][CH2:21][OH:22])[CH3:17])=[CH:12][CH:11]=2)(=[O:9])=[O:8])[CH:6]=[CH:5][CH:4]=[CH:3][CH:2]=1.O[C:24]1[CH:56]=[CH:55][C:27]([CH2:28][CH:29]2[S:33][C:32](=[O:34])[N:31]([C:35]([C:48]3[CH:53]=[CH:52][CH:51]=[CH:50][CH:49]=3)([C:42]3[CH:47]=[CH:46][CH:45]=[CH:44][CH:43]=3)[C:36]3[CH:41]=[CH:40][CH:39]=[CH:38][CH:37]=3)[C:30]2=[O:54])=[CH:26][CH:25]=1.C1(P(C2C=CC=CC=2)C2C=CC=CC=2)C=CC=CC=1.N(C(OCC)=O)=NC(OCC)=O>>[C:1]1([S:7]([C:10]2[CH:15]=[CH:14][C:13]([C:16](=[N:18][O:19][CH2:20][CH2:21][O:22][C:24]3[CH:56]=[CH:55][C:27]([CH2:28][CH:29]4[S:33][C:32](=[O:34])[N:31]([C:35]([C:48]5[CH:53]=[CH:52][CH:51]=[CH:50][CH:49]=5)([C:42]5[CH:43]=[CH:44][CH:45]=[CH:46][CH:47]=5)[C:36]5[CH:41]=[CH:40][CH:39]=[CH:38][CH:37]=5)[C:30]4=[O:54])=[CH:26][CH:25]=3)[CH3:17])=[CH:12][CH:11]=2)(=[O:9])=[O:8])[CH:2]=[CH:3][CH:4]=[CH:5][CH:6]=1. Procedure: Following a procedure similar to that described in Example 1(a), but using 1.006 g of 2-[1-(4-phenylsulfonylphenyl)ethylideneaminooxy]ethanol (prepared as described in Preparation 35), 1.40 g of 5-(4-hydroxybenzyl)-3-tritylthiazolidine-2,4-dione, 866 mg of triphenylphosphine and 549 mg of diethyl azodicarboxylate, 2.05 g of the title compound were obtained as a foam-like solid.